From a dataset of the Open Reaction Database (ORD), a public repository of structured organic reaction records. describe an organic reaction: reactants, conditions, products, and yield The reactants are FC1=CC=C(C=C1)C1=CN(C2=CC=CC=C12)C1CCN(CC1)C(=O)OCC(Cl)(Cl)Cl (2,2,2-Trichloroethyl 4-[3-(4-fluorophenyl)-1H-indol-1-yl]piperidine-1-carboxylate), BrN1C(CCC1=O)=O (N-bromosuccinimid). The solvent is ClC(Cl)(Cl)Cl (tetrachloromethane). Product: BrC1N(CCC(C1)N1C=C(C2=CC=CC=C12)C1=CC=C(C=C1)F)C(=O)OCC(Cl)(Cl)Cl (2,2,2-trichloroethyl 2-bromo-4-[3-(4-fluorophenyl)-1H-indol-1-yl]piperidine-1-carboxylate). Isolated yield 95.2%. RXN SMILES: [F:1][C:2]1[CH:7]=[CH:6][C:5]([C:8]2[C:16]3[C:11](=[CH:12][CH:13]=[CH:14][CH:15]=3)[N:10]([CH:17]3[CH2:22][CH2:21][N:20]([C:23]([O:25][CH2:26][C:27]([Cl:30])([Cl:29])[Cl:28])=[O:24])[CH2:19][CH2:18]3)[CH:9]=2)=[CH:4][CH:3]=1.[Br:31]N1C(=O)CCC1=O>ClC(Cl)(Cl)Cl>[Br:31][CH:21]1[CH2:22][CH:17]([N:10]2[C:11]3[C:16](=[CH:15][CH:14]=[CH:13][CH:12]=3)[C:8]([C:5]3[CH:6]=[CH:7][C:2]([F:1])=[CH:3][CH:4]=3)=[CH:9]2)[CH2:18][CH2:19][N:20]1[C:23]([O:25][CH2:26][C:27]([Cl:28])([Cl:30])[Cl:29])=[O:24]. Reported procedure: A mixture of 2,2,2-trichloroethyl 4-[3-(4-fluorophenyl)-1H-indol-1-yl]piperidine-1-carboxylate 10b (4.0 g), N-bromosuccinimid (1.5 g) and tetrachloromethane (60 ml) was refluxed for 2 h. The reaction mixture was cooled to room temperature and the precipitate was filtered off. Evaporation of the solvent afforded the crude 2,2,2-trichloroethyl 2-bromo-4-[3-(4-fluorophenyl)-1H-indol-1-yl]piperidine-1-carboxylate (4.4 g) as an oil which was used without further purification. A mixture of the crude 2...